Dataset: the Open Reaction Database (ORD), a public repository of structured organic reaction records. Task: describe an organic reaction: reactants, conditions, products, and yield Reactants: C1=CC=C(C=C1)N(C2=CC=CC=C2)C3=CC=C(C=C3)Br (4-bromotriphenylamine), B(OC(C)C)(OC(C)C)OC(C)C (triisopropyl borate), Cl (hydrochloric acid), C(CCC)[Li] (normal butyllithium). Solvent: C1(=CC=CC=C1)C (toluene), C(C)OCC (ethyl ether), CCOCC (ether), CCCCCC (hexane). Conditions: temperature 0 celsius, time 1 hour. Product: B(C1=CC=C(C=C1)N(C2=CC=CC=C2)C3=CC=CC=C3)(O)O (triphenylamine-4-boronic acid). Yield: 70.6%. As a reaction SMILES: [CH:1]1[CH:6]=[CH:5][C:4]([N:7]([C:14]2[CH:19]=[CH:18][C:17](Br)=[CH:16][CH:15]=2)[C:8]2[CH:13]=[CH:12][CH:11]=[CH:10][CH:9]=2)=[CH:3][CH:2]=1.C([Li])CCC.[B:26](OC(C)C)([O:31]C(C)C)[O:27]C(C)C.Cl>CCOCC.CCCCCC.C1(C)C=CC=CC=1>[B:26]([OH:31])([OH:27])[C:17]1[CH:18]=[CH:19][C:14]([N:7]([C:4]2[CH:5]=[CH:6][CH:1]=[CH:2][CH:3]=2)[C:8]2[CH:13]=[CH:12][CH:11]=[CH:10][CH:9]=2)=[CH:15][CH:16]=1. Reported procedure: A dry ethyl ether 100 ml and dry toluene 100 ml solution of 4-bromotriphenylamine 16.2 g was cooled down to −78° C. under argon atmosphere, and a hexane solution 32.8 ml of 1.6M normal butyllithium was dropwise added thereto. The reaction solution was stirred for one hour while heating up to 0° C. The reaction solution was cooled down again to −78° C., and a dry ether 50 ml solution of triisopropyl borate 23.5 g was dropwise added thereto. The reaction solution was stirred at room temperature fo... Reactants: ClC=1C=CC=2N(N1)C(=CN2)C2=CC=1C(=NC=CC1)S2 (6-chloro-3-(thieno[2,3-b]pyridin-2-yl)imidazo[1,2-b]pyridazine), O.C1(=CC=C(C=C1)S(=O)(=O)O)C (p-toluene sulfonic acid monohydrate), N[C@@H]1CC[C@H](CC1)O (trans-4-aminocyclohexanol). Run in CS(=O)C (DMSO), O (water). Conditions: temperature 100 celsius. The product is S1C(=CC=2C1=NC=CC2)C2=CN=C1N2N=C(C=C1)N[C@@H]1CC[C@H](CC1)O (trans-4-(3-(thieno[2,3-b]pyridin-2-yl)imidazo[1,2-b]pyridazin-6-ylamino)cyclohexanol). Yield: 69.7%. RXN SMILES: Cl[C:2]1[CH:3]=[CH:4][C:5]2[N:6]([C:8]([C:11]3[S:19][C:14]4=[N:15][CH:16]=[CH:17][CH:18]=[C:13]4[CH:12]=3)=[CH:9][N:10]=2)[N:7]=1.O.C1(C)C=CC(S(O)(=O)=O)=CC=1.[NH2:32][C@H:33]1[CH2:38][CH2:37][C@H:36]([OH:39])[CH2:35][CH2:34]1>CS(C)=O.O>[S:19]1[C:14]2=[N:15][CH:16]=[CH:17][CH:18]=[C:13]2[CH:12]=[C:11]1[C:8]1[N:6]2[N:7]=[C:2]([NH:32][C@H:33]3[CH2:38][CH2:37][C@H:36]([OH:39])[CH2:35][CH2:34]3)[CH:3]=[CH:4][C:5]2=[N:10][CH:9]=1 |f:1.2|. Reported procedure: To a solution of 6-chloro-3-(thieno[2,3-b]pyridin-2-yl)imidazo[1,2-b]pyridazine (45 mg, 0.157 mmol, 1.0 equiv) in DMSO (2.0 mL) was added p-toluene sulfonic acid monohydrate (22 mg, 0.157 mmol, 1.0 equiv) and trans-4-aminocyclohexanol (0.784 mmol, 5.0 equiv) and heated to 100° C. for 24 h. The reaction mixture was diluted with water and extracted with ethyl acetate. Purification by column chromatography using 5% methanol in dichloromethane elution gave 40 mg of the yellow solid, 70%. Reactants: C(C)(C)(C)OC(=O)N(C(C(=O)OC(C)(C)C)(CCCCB1OC(C(O1)(C)C)(C)C)CCCN1CCCC1)C (tert-butyl 2-(tert-butoxycarbonyl(methyl)amino)-2-(3-(pyrrolidin-1-yl)propyl)-6-(4,4,5,5-tetramethyl-1,3,2-dioxaborolan-2-yl)hexanoate), Cl (hydrochloric acid). Solvent: O (water). Product: Cl.Cl.B(O)(O)CCCCC(C(=O)O)(CCCN1CCCC1)NC (6-borono-2-(methylamino)-2-(3-(pyrrolidin-1-yl)propyl)hexanoic acid dihydrochloride). RXN SMILES: C(O[C:6]([N:8](C)[C:9]([CH2:30][CH2:31][CH2:32][N:33]1[CH2:37][CH2:36][CH2:35][CH2:34]1)([CH2:17][CH2:18][CH2:19][CH2:20][B:21]1[O:25]C(C)(C)C(C)(C)[O:22]1)[C:10]([O:12]C(C)(C)C)=[O:11])=O)(C)(C)C.[ClH:39]>O>[ClH:39].[ClH:39].[B:21]([CH2:20][CH2:19][CH2:18][CH2:17][C:9]([NH:8][CH3:6])([CH2:30][CH2:31][CH2:32][N:33]1[CH2:34][CH2:35][CH2:36][CH2:37]1)[C:10]([OH:12])=[O:11])([OH:22])[OH:25] |f:3.4.5|. Procedure details: A solution of tert-butyl 2-(tert-butoxycarbonyl(methyl)amino)-2-(3-(pyrrolidin-1-yl)propyl)-6-(4,4,5,5-tetramethyl-1,3,2-dioxaborolan-2-yl)hexanoate (183 mg, 0.33 mmol) in 6 N hydrochloric acid (5 mL) was stirred at 95° C. overnight. After cooling to room temperature, the reaction mixture was transferred to a separatory funnel, diluted with deionized water (5 mL) and washed with dichloromethane (3×). The aqueous layer was frozen in liquid nitrogen and lyophilized to give 6-borono-2-(methylamino)... The reactants are CCO, CC(=O)[O-], Cl, CN(C)c1ccc(C=O)c([N+](=O)[O-])c1, NO, [Na+], O. Product: CN(C)c1ccc(C=NO)c([N+](=O)[O-])c1. As a reaction SMILES: [CH2:23]([OH:24])[CH3:25].[CH3:19][C:20](=[O:21])[O-:22].[ClH:15].[N+:1](=[O:2])([O-:3])[c:4]1[c:5]([CH:6]=[O:7])[cH:8][cH:9][c:10]([N:12]([CH3:13])[CH3:14])[cH:11]1.[NH2:16][OH:17].[Na+:18].[OH2:26]>>[N+:1](=[O:2])([O-:3])[c:4]1[c:5]([CH:6]=[N:16][OH:17])[cH:8][cH:9][c:10]([N:12]([CH3:13])[CH3:14])[cH:11]1. The reactants are CC1=NC=C2SC=CN21 (5-methylimidazo[5,1-b]thiazole), ice, C([O-])([O-])=O.[Na+].[Na+] (Sodium carbonate), [Cl-].[Al+3].[Cl-].[Cl-] (Aluminum chloride), C(C)(=O)Cl (acetyl chloride). Solvent: ClCCl (dichloromethane), ClCCl (Dichloromethane), C(=S)=S (carbon disulfide). Reaction conditions: time 24 hour. Yields the product C(C)(=O)C=1N=C(N2C1SC=C2)C (7-acetyl-5-methylimidazo[5,1-b]thiazole). As a reaction SMILES: [Cl-].[Al+3].[Cl-].[Cl-].[C:5](Cl)(=[O:7])[CH3:6].[CH3:9][C:10]1[N:17]2[C:13]([S:14][CH:15]=[CH:16]2)=[CH:12][N:11]=1.C(=O)([O-])[O-].[Na+].[Na+]>C(=S)=S.ClCCl>[C:5]([C:12]1[N:11]=[C:10]([CH3:9])[N:17]2[CH:16]=[CH:15][S:14][C:13]=12)(=[O:7])[CH3:6] |f:0.1.2.3,6.7.8|. Procedure: Aluminum chloride (6.96 g) was added to a solution of 4.33 ml of acetyl chloride in 40 ml of carbon disulfide. A solution of 1.20 g of 5-methylimidazo[5,1-b]thiazole in 40 ml of dichloromethane was added dropwise thereto. The mixture was stirred at room temperature for 24 hr. The reaction solution was poured into 40 g of ice. Dichloromethane (100 ml) was added thereto. Sodium carbonate (32 g) was added to the mixture with stirring. The insolubles were removed by filtration, and washed with dichl... Starting materials: C(C=C)[C@]1(N(C(N(CC1)[C@@H](C)C1=CC=C(C=C1)Br)=O)C)C1=CC=C(C=C1)F ((R)-4-allyl-1-((S)-1-(4-bromophenyl)ethyl)-4-(4-fluorophenyl)-3-methyltetrahydropyrimidin-2(1H)-one), C(C=C)[C@]1(NC(N(CC1)[C@@H](C)C1=CC=C(C=C1)Br)=O)C1=CC=C(C=C1)F ((R)-4-allyl-1-((S)-1-(4-bromophenyl)ethyl)-4-(4-fluorophenyl)tetrahydropyrimidin-2(1H)-one). Yields the product BrC1=CC=C(C=C1)[C@H](C)N1C(N([C@@](CC1)(CCCO)C1=CC=C(C=C1)F)C)=O ((R)-1-((S)-1-(4-bromophenyl)ethyl)-4-(4-fluorophenyl)-4-(3-hydroxypropyl)-3-methyltetrahydropyrimidin-2(1H)-one), C(C=C)[C@]1(N(C(N(CC1)[C@@H](C)C1=CC=C(C=C1)Br)=O)C)C1=CC=C(C=C1)F ((R)-4-allyl-1-((S)-1-(4-bromophenyl)ethyl)-4-(4-fluorophenyl)-3-methyltetrahydropyrimidin-2(1H)-one). As a reaction SMILES: [CH2:1]([C@:4]1([C:21]2[CH:26]=[CH:25][C:24]([F:27])=[CH:23][CH:22]=2)[CH2:9][CH2:8][N:7]([C@H:10]([C:12]2[CH:17]=[CH:16][C:15]([Br:18])=[CH:14][CH:13]=2)[CH3:11])[C:6](=[O:19])[N:5]1[CH3:20])[CH:2]=[CH2:3].C([C@]1(C2C=CC(F)=CC=2)CCN([C@H](C2C=CC(Br)=CC=2)C)C(=[O:46])N1)C=C>>[Br:18][C:15]1[CH:16]=[CH:17][C:12]([C@@H:10]([N:7]2[CH2:8][CH2:9][C@@:4]([C:21]3[CH:22]=[CH:23][C:24]([F:27])=[CH:25][CH:26]=3)([CH2:1][CH2:2][CH2:3][OH:46])[N:5]([CH3:20])[C:6]2=[O:19])[CH3:11])=[CH:13][CH:14]=1.[CH2:1]([C@:4]1([C:21]2[CH:22]=[CH:23][C:24]([F:27])=[CH:25][CH:26]=2)[CH2:9][CH2:8][N:7]([C@H:10]([C:12]2[CH:17]=[CH:16][C:15]([Br:18])=[CH:14][CH:13]=2)[CH3:11])[C:6](=[O:19])[N:5]1[CH3:20])[CH:2]=[CH2:3]. Procedure details: (R)-1-((S)-1-(4-bromophenyl)ethyl)-4-(4-fluorophenyl)-4-(3-hydroxypropyl)-3-methyltetrahydropyrimidin-2(1H)-one was prepared from (R)-4-allyl-1-((S)-1-(4-bromophenyl)ethyl)-4-(4-fluorophenyl)-3-methyltetrahydropyrimidin-2(1H)-one following a procedure analogous to that described in Example 10. (R)-4-allyl-1-((S)-1-(4-bromophenyl)ethyl)-4-(4-fluorophenyl)-3-methyltetrahydropyrimidin-2(1H)-one was prepared from (R)-4-allyl-1-((S)-1-(4-bromophenyl)ethyl)-4-(4-fluorophenyl)tetrahydropyrimidin-2(1H)-... Starting materials: O=C([O-])[O-], CS(=O)(=O)Nc1ccccc1B(O)O, COc1ccc(CCNc2cc(Cl)nc(OC)n2)cc1, [Cs+], [Cs+], c1ccc(P(c2ccccc2)(c2ccccc2)[Pd](P(c2ccccc2)(c2ccccc2)c2ccccc2)(P(c2ccccc2)(c2ccccc2)c2ccccc2)P(c2ccccc2)(c2ccccc2)c2ccccc2)cc1. Product: COc1ccc(CCNc2cc(-c3ccccc3NS(C)(=O)=O)nc(OC)n2)cc1. RXN SMILES: [C:35](=[O:36])([O-:37])[O-:38].[CH3:21][S:22](=[O:23])(=[O:24])[NH:25][c:26]1[c:27]([B:32]([OH:33])[OH:34])[cH:28][cH:29][cH:30][cH:31]1.[Cl:1][c:2]1[cH:3][c:4]([NH:10][CH2:11][CH2:12][c:13]2[cH:14][cH:15][c:16]([O:19][CH3:20])[cH:17][cH:18]2)[n:5][c:6]([O:8][CH3:9])[n:7]1.[Cs+:39].[Cs+:40].[cH:41]1[cH:42][cH:43][c:44]([P:45]([Pd:46]([P:47]([c:48]2[cH:49][cH:50][cH:51][cH:52][cH:53]2)([c:54]2[cH:55][cH:56][cH:57][cH:58][cH:59]2)[c:60]2[cH:61][cH:62][cH:63][cH:64][cH:65]2)([P:66]([c:67]2[cH:68][cH:69][cH:70][cH:71][cH:72]2)([c:73]2[cH:74][cH:75][cH:76][cH:77][cH:78]2)[c:79]2[cH:80][cH:81][cH:82][cH:83][cH:84]2)[P:85]([c:86]2[cH:87][cH:88][cH:89][cH:90][cH:91]2)([c:92]2[cH:93][cH:94][cH:95][cH:96][cH:97]2)[c:98]2[cH:99][cH:100][cH:101][cH:102][cH:103]2)([c:104]2[cH:105][cH:106][cH:107][cH:108][cH:109]2)[c:110]2[cH:111][cH:112][cH:113][cH:114][cH:115]2)[cH:116][cH:117]1>>[c:2]1(-[c:27]2[c:26]([NH:25][S:22]([CH3:21])(=[O:23])=[O:24])[cH:31][cH:30][cH:29][cH:28]2)[cH:3][c:4]([NH:10][CH2:11][CH2:12][c:13]2[cH:14][cH:15][c:16]([O:19][CH3:20])[cH:17][cH:18]2)[n:5][c:6]([O:8][CH3:9])[n:7]1. The reactants are ClC1=CC=C(C=2N3C(=NC21)C(OCCC3)C3=C(C=C(C=C3)Cl)Cl)C(O)C3CC3 ([10-chloro-1-(2,4-dichlorophenyl)-4,5-dihydro-1H,3H-[1,4]oxazepino[4,3-a]benzimidazol-7-yl](cyclopropyl)methanol), CC(=O)OI1(C=2C=CC=CC2C(=O)O1)(OC(=O)C)OC(=O)C (Dess-Martin reagent). Solvent: C(C)(=O)OCC (ethyl acetate), C(C)#N (acetonitrile). Reaction conditions: time 5 hour. The product is ClC1=CC=C(C=2N3C(=NC21)C(OCCC3)C3=C(C=C(C=C3)Cl)Cl)C(=O)C3CC3 ([10-Chloro-1-(2,4-dichlorophenyl)-4,5-dihydro-1H,3H-[1,4]oxazepino[4,3-a]benzimidazol-7-yl](cyclopropyl)methanone). Isolated yield 82.8%. As a reaction SMILES: [Cl:1][C:2]1[C:10]2[N:9]=[C:8]3[CH:11]([C:16]4[CH:21]=[CH:20][C:19]([Cl:22])=[CH:18][C:17]=4[Cl:23])[O:12][CH2:13][CH2:14][CH2:15][N:7]3[C:6]=2[C:5]([CH:24]([CH:26]2[CH2:28][CH2:27]2)[OH:25])=[CH:4][CH:3]=1.CC(OI1(OC(C)=O)(OC(C)=O)OC(=O)C2C=CC=CC1=2)=O>C(#N)C.C(OCC)(=O)C>[Cl:1][C:2]1[C:10]2[N:9]=[C:8]3[CH:11]([C:16]4[CH:21]=[CH:20][C:19]([Cl:22])=[CH:18][C:17]=4[Cl:23])[O:12][CH2:13][CH2:14][CH2:15][N:7]3[C:6]=2[C:5]([C:24]([CH:26]2[CH2:28][CH2:27]2)=[O:25])=[CH:4][CH:3]=1. Reported procedure: To a stirred solution of [10-chloro-1-(2,4-dichlorophenyl)-4,5-dihydro-1H,3H-[1,4]oxazepino[4,3-a]benzimidazol-7-yl](cyclopropyl)methanol (81.4 mg, 0.186 mmol) in acetonitrile (2.5 mL) was added Dess-Martin reagent (94.7 mg, 0.223 mmol) at room temperature. After 5 h, the reaction mixture was diluted with ethyl acetate, quenched with aqueous sodium hydrogen carbonate, washed with water and brine, dried over sodium sulfate, filtered, and concentrated in vacuo. The residue was purified by flash co...